From a dataset of the Open Reaction Database (ORD), a public repository of structured organic reaction records. describe an organic reaction: reactants, conditions, products, and yield Starting materials: C(=CC1=CC=CC=C1)C1=NC2=C(N1)C=CC=C2 (2-styryl-1H-benzimidazole), ClC1=NC=CC=C1C#N (2-Chloro-3-Cyanopyridine), N1=C(C=CC=C1)N1C(=NC2=C1C=CC=C2)\C=C\C2=CC=CC=C2 ((E)-1-(2-pyridyl)-2-styryl-1H-benzimidazole), Cl (hydrogen chloride). Run in CO (methanol). The product is Cl.C(#N)C=1C(=NC=CC1)N1C(=NC2=C1C=CC=C2)C=CC2=CC=CC=C2 (3-Cyanopyridin-2-yl-2-styryl-1H-benzimidazole hydrochloride). Reaction SMILES: [CH:1]([C:9]1[NH:13][C:12]2[CH:14]=[CH:15][CH:16]=[CH:17][C:11]=2[N:10]=1)=[CH:2][C:3]1[CH:8]=[CH:7][CH:6]=[CH:5][CH:4]=1.[Cl:18][C:19]1[C:24]([C:25]#[N:26])=[CH:23][CH:22]=[CH:21][N:20]=1.N1C=CC=CC=1N1C2C=CC=CC=2N=C1/C=C/C1C=CC=CC=1.Cl>CO>[ClH:18].[C:25]([C:24]1[C:19]([N:13]2[C:12]3[CH:14]=[CH:15][CH:16]=[CH:17][C:11]=3[N:10]=[C:9]2[CH:1]=[CH:2][C:3]2[CH:4]=[CH:5][CH:6]=[CH:7][CH:8]=2)=[N:20][CH:21]=[CH:22][CH:23]=1)#[N:26] |f:5.6|. Procedure details: Free base of the titled compound was prepared from 2-styryl-1H-benzimidazole and 2-Chloro-3-Cyanopyridine according to the preparation of (E)-1-(2-pyridyl)-2-styryl-1H-benzimidazole (Example 1, method B). The free base was treated with a 10% methanol solution of hydrogen chloride and concentrated to dryness. The residue was recrystallized from ethyl acetate to give the titled compound. MW: 334.38; mp: 171.5-172.5° C.; 1H-NMR (CDCl3) δ: 8.98 (1H, dd, J=4.8, 1.8 Hz) 8.32 (1H, dd, J=7.7, 1.8 Hz), 7... Starting materials: ester, COC(C1=C(C=CC(=C1)C=1SC=C(N1)C1=CC(=C(C=C1)Cl)Cl)Br)=O (2-bromo-5-[4-(3,4-dichloro-phenyl)-thiazol-2-yl]-benzoic acid methyl ester), COC(C1=C(C=CC(=C1)C=1SC=C(N1)C1=CC(=C(C=C1)Cl)Cl)Br)=O (2-bromo-5-[4-(3,4-dichloro-phenyl)-thiazol-2-yl]-benzoic acid methyl ester), C(C)(=O)C1=CC=C(C=C1)B(O)O (4-acetylphenylboronic acid). The product is C(C)(=O)C1=CC=C(C=C1)C=1C(=CC(=CC1)C=1SC=C(N1)C1=CC(=C(C=C1)Cl)Cl)C(=O)O (4′-acetyl-4-[4-(3,4-dichloro-phenyl)-thiazol-2-yl]-biphenyl-2-carboxylic acid). Isolated yield 29.9%. RXN SMILES: C[O:2][C:3](=[O:24])[C:4]1[CH:9]=[C:8]([C:10]2[S:11][CH:12]=[C:13]([C:15]3[CH:20]=[CH:19][C:18]([Cl:21])=[C:17]([Cl:22])[CH:16]=3)[N:14]=2)[CH:7]=[CH:6][C:5]=1Br.[C:25]([C:28]1[CH:33]=[CH:32][C:31](B(O)O)=[CH:30][CH:29]=1)(=[O:27])[CH3:26]>>[C:25]([C:28]1[CH:33]=[CH:32][C:31]([C:5]2[C:4]([C:3]([OH:2])=[O:24])=[CH:9][C:8]([C:10]3[S:11][CH:12]=[C:13]([C:15]4[CH:20]=[CH:19][C:18]([Cl:21])=[C:17]([Cl:22])[CH:16]=4)[N:14]=3)=[CH:7][CH:6]=2)=[CH:30][CH:29]=1)(=[O:27])[CH3:26]. Reported procedure: Using the conditions of General Procedure B for Suzuki Coupling and Hydrolysis in Parallel Mode, 2-bromo-5-[4-(3,4-dichloro-phenyl)-thiazol-2-yl]-benzoic acid methyl ester (which may be prepared as described for Intermediate 6; 89 mg, 0.2 mmol) was reacted with 4-acetylphenylboronic acid (available from Combi-Blocks Inc.; 66 mg, 0.4 mmol). The resulting ester was hydrolyzed and the acid was purified to give 4′-acetyl-4-[4-(3,4-dichloro-phenyl)-thiazol-2-yl]-biphenyl-2-carboxylic acid (28 mg, 30%... Reactants: CCOC(=O)CBr, O=C([O-])[O-], CN(C)C=O, Cl, [K+], [K+], O=C(Nc1cccc(Cl)c1Cl)c1ccc(O)cc1. Product: CCOC(=O)COc1ccc(C(=O)Nc2cccc(Cl)c2Cl)cc1. RXN SMILES: [Br:19][CH2:20][C:21](=[O:22])[O:23][CH2:24][CH3:25].[C:26](=[O:27])([O-:28])[O-:29].[CH3:33][N:34]([CH3:35])[CH:36]=[O:37].[ClH:32].[K+:30].[K+:31].[OH:1][c:2]1[cH:3][cH:4][c:5]([C:6](=[O:7])[NH:8][c:9]2[c:10]([Cl:16])[c:11]([Cl:15])[cH:12][cH:13][cH:14]2)[cH:17][cH:18]1>>[O:1]([c:2]1[cH:3][cH:4][c:5]([C:6](=[O:7])[NH:8][c:9]2[c:10]([Cl:16])[c:11]([Cl:15])[cH:12][cH:13][cH:14]2)[cH:17][cH:18]1)[CH2:20][C:21](=[O:22])[O:23][CH2:24][CH3:25]. The reactants are COC=1C=C(C(=O)OCC)C=C(C1CC=O)[N+](=O)[O-] (ethyl 3-(methoxy)-5-nitro-4-(2-oxoethyl)benzoate), CN(C)C=O (DMF). RXN SMILES: [CH3:1][O:2][C:3]1[CH:4]=[C:5]([CH:11]=[C:12]([N+:17]([O-:19])=O)[C:13]=1[CH2:14][CH:15]=O)[C:6]([O:8][CH2:9][CH3:10])=[O:7].[CH3:20]N(C=O)C>[Pd]>[CH3:20][O:19][N:17]1[C:12]2[C:13](=[C:3]([O:2][CH3:1])[CH:4]=[C:5]([C:6]([O:8][CH2:9][CH3:10])=[O:7])[CH:11]=2)[CH:14]=[CH:15]1. Reagents/catalysts: [Pd] (Pd/C). Yields the product CON1C=CC2=C(C=C(C=C12)C(=O)OCC)OC (Ethyl 1,4-dimethoxy-1H-indole-6-carboxylate). Procedure details: 250 mg of ethyl 3-(methoxy)-5-nitro-4-(2-oxoethyl)benzoate was dissolved in 5 ml of DMF and the solution was stirred over 50 mg of 10% Pd/C (50% wet) under hydrogen atmosphere for 6 hrs. Then the mixture was purged with N2 and 126 uL of MeI and 276 mg of K2CO3 was added thereto. After stirred for 2 hrs, the mixture was diluted with Et2O, filtered through Celite. The filtrate was concentrated and purified on SiO2 column chromatography to give 184 mg of the intended compound as colorless oil. Run at time 2 hour.